This data is from the Open Reaction Database (ORD), a public repository of structured organic reaction records. The task is: describe an organic reaction: reactants, conditions, products, and yield Starting materials: CN1CCOCC1 (NMM), C1(=CC=CC=C1)C=1SCC(N1)C(=O)O (2-phenyl-4,5-dihydrothiazole-4-carboxylic acid), CCN=C=NCCCN(C)C (EDCI), C=1C=CC2=C(C1)N=NN2O (HOBt). Run in C(Cl)Cl (CH2Cl2), C(Cl)Cl (CH2Cl2). Conditions: time 10 minute. Product: COCNC(=O)C1N=C(SC1)C1=CC=CC=C1 (2-phenyl-4,5-dihydrothiazole-4-carboxylic acid methoxymethylamide). RXN SMILES: [C:1]1([C:7]2[S:8][CH2:9][CH:10]([C:12]([OH:14])=O)[N:11]=2)[CH:6]=[CH:5][CH:4]=[CH:3][CH:2]=1.CCN=C=NCCC[N:23]([CH3:25])C.C1C=CC2N(O)N=NC=2C=1.CN1CC[O:40][CH2:39]C1>C(Cl)Cl>[CH3:39][O:40][CH2:25][NH:23][C:12]([CH:10]1[CH2:9][S:8][C:7]([C:1]2[CH:6]=[CH:5][CH:4]=[CH:3][CH:2]=2)=[N:11]1)=[O:14]. Procedure: A mixture of 2-phenyl-4,5-dihydrothiazole-4-carboxylic acid (5 mmol), EDCI (6 mmol) and HOBt (5 mmol) in CH2Cl2 (50 mL) was stirred for 10 min. To this solution, NMM (5 mmol) and HNCH3OCH3 (5 mmol) were added and stirring continued at RT for 6-8 h. The reaction mixture was diluted with CH2Cl2 (100 mL) and sequentially washed with water, satd. NaHCO3, brine and dried over MgSO4. The solvent was removed under reduced pressure to yield a crude product, which was purified by column chromatography to... Reactants: CN(C)C=O (DMF), C(C)(C)(C)OC(NC=1C(=NN2C1SC=C2C2=C(C=C(C=C2OC)O)OC)OC)=O (tert-butyl[3-(4-hydroxy-2,6-dimethoxyphenyl)-6-methoxypyrazolo[5,1-b][1,3]thiazol-7-yl]carbamate), C([O-])([O-])=O.[K+].[K+] (potassium carbonate), ICCF (1-iodo-2-fluoroethane). The solvent is O (Water). Conditions: time 30 minute. The product is crude product, C(C)(C)(C)OC(NC=1C(=NN2C1SC=C2C2=C(C=C(C=C2OC)OCCF)OC)OC)=O (tert-Butyl{3-[4-(2-fluoroethoxy)-2,6-dimethoxyphenyl]-6-methoxypyrazolo[5,1-b][1,3]thiazol-7-yl}carbamate). The yield is 100.0%. As a reaction SMILES: CN(C=O)C.[C:6]([O:10][C:11](=[O:34])[NH:12][C:13]1[C:14]([O:32][CH3:33])=[N:15][N:16]2[C:20]([C:21]3[C:26]([O:27][CH3:28])=[CH:25][C:24]([OH:29])=[CH:23][C:22]=3[O:30][CH3:31])=[CH:19][S:18][C:17]=12)([CH3:9])([CH3:8])[CH3:7].C(=O)([O-])[O-].[K+].[K+].I[CH2:42][CH2:43][F:44]>O>[C:6]([O:10][C:11](=[O:34])[NH:12][C:13]1[C:14]([O:32][CH3:33])=[N:15][N:16]2[C:20]([C:21]3[C:22]([O:30][CH3:31])=[CH:23][C:24]([O:29][CH2:42][CH2:43][F:44])=[CH:25][C:26]=3[O:27][CH3:28])=[CH:19][S:18][C:17]=12)([CH3:9])([CH3:8])[CH3:7] |f:2.3.4|. Procedure: To a DMF (2.28 ml) solution of tert-butyl[3-(4-hydroxy-2,6-dimethoxyphenyl)-6-methoxypyrazolo[5,1-b][1,3]thiazol-7-yl]carbamate (115 mg, 0.273 mmol) were added potassium carbonate (49.0 mg, 0.355 mmol) and 1-iodo-2-fluoroethane (61.7 mg, 0.355 mmol), and the mixture was stirred at room temperature for 20 hours and 30 minutes. Water was added to the reaction mixture, and the mixture was extracted with diethyl ether. The organic layer was dried over anhydrous magnesium sulfate, and then the solven...